This data is from the Open Reaction Database (ORD), a public repository of structured organic reaction records. The task is: describe an organic reaction: reactants, conditions, products, and yield Reactants: BrC1=CC(=C(S1)Cl)C(=O)C1=CC=C(C=C1)OC ((5-bromo-2-chlorothiophen-3-yl)(4-methoxyphenyl)methanone), C(C)[SiH](CC)CC (triethylsilane), B(F)(F)F.CCOCC (boron trifluoride diethyl etherate), C(=O)([O-])[O-].[K+].[K+] (K2CO3). The solvent is C(Cl)Cl.CC#N (CH2Cl2 CH3CN). Reaction conditions: time 15 hour. Yields the product BrC1=CC(=C(S1)Cl)CC1=CC=C(C=C1)OC (5-bromo-2-chloro-3-(4-methoxybenzyl)thiophene). Yield: 81.4%. As a reaction SMILES: [Br:1][C:2]1[S:6][C:5]([Cl:7])=[C:4]([C:8]([C:10]2[CH:15]=[CH:14][C:13]([O:16][CH3:17])=[CH:12][CH:11]=2)=O)[CH:3]=1.C([SiH](CC)CC)C.B(F)(F)F.CCOCC.C([O-])([O-])=O.[K+].[K+]>C(Cl)Cl.CC#N>[Br:1][C:2]1[S:6][C:5]([Cl:7])=[C:4]([CH2:8][C:10]2[CH:15]=[CH:14][C:13]([O:16][CH3:17])=[CH:12][CH:11]=2)[CH:3]=1 |f:2.3,4.5.6,7.8|. Procedure details: To a solution of methanone 2 (2.68 g, 8.08 mmol) in CH2Cl2/CH3CN (20 mL/20 mL) were added triethylsilane (3.9 mL, 24.2 mmol) and boron trifluoride diethyl etherate (3.1 mL, 24.2 mmol) at 0° C. The mixture was warmed up to room temperature slowly and stirred at room temperature for 15 hours. To the mixture was added aq. saturated K2CO3 solution (50 mL) slowly and extracted with EtOAc (50 mL×2). The combined organic layer was dried over MgSO4, filtered, and concentrated in vacuo. The residue was p... Reactants: CNC1=C(N)C=C(C=C1)N1CCC(CC1)C(F)(F)F (2-methylamino-5-(4-trifluoromethyl-piperidin-1-yl)aniline), ClC1=C(C=C(CNC(C(C)(C)C)=O)C=C1)N=C=S (N-(4-chloro-3-isothiocyanatobenzyl)-2,2-dimethyl-propionamide). The solvent is C1CCOC1 (THF). Reaction conditions: time 4 hour. The product is ClC1=C(C=C(CNC(C(C)(C)C)=O)C=C1)NC(=S)NC1=C(C=CC(=C1)N1CCC(CC1)C(F)(F)F)NC (N-(4-Chloro-3-{3-[2-methylamino-5-(4-trifluoromethyl-piperidin-1-yl)-phenyl]-thioureido}-benzyl)-2,2-dimethyl-propionamide). RXN SMILES: [CH3:1][NH:2][C:3]1[CH:9]=[CH:8][C:7]([N:10]2[CH2:15][CH2:14][CH:13]([C:16]([F:19])([F:18])[F:17])[CH2:12][CH2:11]2)=[CH:6][C:4]=1[NH2:5].[Cl:20][C:21]1[CH:34]=[CH:33][C:24]([CH2:25][NH:26][C:27](=[O:32])[C:28]([CH3:31])([CH3:30])[CH3:29])=[CH:23][C:22]=1[N:35]=[C:36]=[S:37]>C1COCC1>[Cl:20][C:21]1[CH:34]=[CH:33][C:24]([CH2:25][NH:26][C:27](=[O:32])[C:28]([CH3:31])([CH3:30])[CH3:29])=[CH:23][C:22]=1[NH:35][C:36]([NH:5][C:4]1[CH:6]=[C:7]([N:10]2[CH2:11][CH2:12][CH:13]([C:16]([F:19])([F:17])[F:18])[CH2:14][CH2:15]2)[CH:8]=[CH:9][C:3]=1[NH:2][CH3:1])=[S:37]. Procedure details: A mixture of 2-methylamino-5-(4-trifluoromethyl-piperidin-1-yl)aniline (90 mg, 0.3 mmol) and N-(4-chloro-3-isothiocyanatobenzyl)-2,2-dimethyl-propionamide (93 mg, 0.3 mmol) in THF (10 mL) was stirred at rt for 4 h. The reaction mixture was concentrated and directly used in the next step. Yield: 180 mg (98%). HPLC-method A: Rt=2.23 min. MS m/z: 556 [M+H]+. Starting materials: [H-].[H-].[H-].[H-].[Li+].[Al+3] (LiAlH4), C(C)OC(CCCN1CCC(CC1)OC(C1=CC=CC=C1)C1=CC=CC=C1)=O (Ethyl-4-[4-(benzhydryloxy)piperidino]butanoate), O (water). Run in CCOCC (ether). Product: C(C1=CC=CC=C1)(C1=CC=CC=C1)OC1CCN(CC1)CCCCO (4-[4-(benzhydryloxy)piperidino]-1-butanol). Isolated yield 43.0%. RXN SMILES: C([O:3][C:4](=O)[CH2:5][CH2:6][CH2:7][N:8]1[CH2:13][CH2:12][CH:11]([O:14][CH:15]([C:22]2[CH:27]=[CH:26][CH:25]=[CH:24][CH:23]=2)[C:16]2[CH:21]=[CH:20][CH:19]=[CH:18][CH:17]=2)[CH2:10][CH2:9]1)C.[H-].[H-].[H-].[H-].[Li+].[Al+3].O>CCOCC>[CH:15]([O:14][CH:11]1[CH2:12][CH2:13][N:8]([CH2:7][CH2:6][CH2:5][CH2:4][OH:3])[CH2:9][CH2:10]1)([C:22]1[CH:27]=[CH:26][CH:25]=[CH:24][CH:23]=1)[C:16]1[CH:21]=[CH:20][CH:19]=[CH:18][CH:17]=1 |f:1.2.3.4.5.6|. Procedure: The compound obtained from step 1 (0.4 g) was dissolved in ether, and cooled in an ice bath. LiAlH4 (0.1 g) was added slowly to the solution. The resulting mixture was reacted at room temperature for 1 hr. before adding water to end the reaction. The resulting solution was then extracted by using water and ester. An organic solution layer was dehydrated over magnesium sulfate, filtered, and concentrated under reduced pressure. The column chromatography was performed thereon, thereby obtaining cr... The reactants are N#Cc1ccc(CN)cc1, [K+], O=[Mn](=O)(=O)[O-], O, O=S(=O)(O)O. Product: N#Cc1ccc(C=O)cc1. RXN SMILES: [C:1](#[N:2])[c:3]1[cH:4][cH:5][c:6]([CH2:7][NH2:8])[cH:9][cH:10]1.[K+:16].[Mn:11](=[O:12])([O-:13])(=[O:14])=[O:15].[OH2:22].[S:17](=[O:18])(=[O:19])([OH:20])[OH:21]>>[C:1](#[N:2])[c:3]1[cH:4][cH:5][c:6]([CH:7]=[O:12])[cH:9][cH:10]1. Starting materials: C1CCOC1, [NH4+], O=C(Cl)c1cccc2c1-c1ccccc1C2=O, [OH-], O. Product: NC(=O)c1cccc2c1-c1ccccc1C2=O. Reaction SMILES: [CH2:21]1[O:22][CH2:23][CH2:24][CH2:25]1.[NH4+:20].[O:1]=[C:2]1[c:3]2[cH:4][cH:5][cH:6][cH:7][c:8]2-[c:9]2[c:10]([C:15](=[O:16])[Cl:17])[cH:11][cH:12][cH:13][c:14]21.[OH-:19].[OH2:18]>>[O:1]=[C:2]1[c:3]2[cH:4][cH:5][cH:6][cH:7][c:8]2-[c:9]2[c:10]([C:15](=[O:16])[NH2:20])[cH:11][cH:12][cH:13][c:14]21.